This data is from the Open Reaction Database (ORD), a public repository of structured organic reaction records. The task is: describe an organic reaction: reactants, conditions, products, and yield The reactants are CC(=O)[O-], C=CCON, CCO, CCC(=O)c1cc(Cl)ccc1NS(=O)(=O)C(F)(F)F, Cl, [Na+]. Yields the product C=CCON=C(CC)c1cc(Cl)ccc1NS(=O)(=O)C(F)(F)F. RXN SMILES: [C:26]([O-:27])(=[O:28])[CH3:29].[CH2:21]([CH:22]=[CH2:23])[O:24][NH2:25].[CH3:31][CH2:32][OH:33].[Cl:1][c:2]1[cH:3][c:4]([C:16]([CH2:17][CH3:18])=[O:19])[c:5]([NH:8][S:9](=[O:10])(=[O:11])[C:12]([F:13])([F:14])[F:15])[cH:6][cH:7]1.[ClH:20].[Na+:30]>>[Cl:1][c:2]1[cH:3][c:4]([C:16]([CH2:17][CH3:18])=[N:25][O:24][CH2:21][CH:22]=[CH2:23])[c:5]([NH:8][S:9](=[O:10])(=[O:11])[C:12]([F:13])([F:14])[F:15])[cH:6][cH:7]1.